This data is from the Open Reaction Database (ORD), a public repository of structured organic reaction records. The task is: describe an organic reaction: reactants, conditions, products, and yield RXN SMILES: [Cl:1][C:2]1[C:10]([Cl:11])=[CH:9][CH:8]=[CH:7][C:3]=1[C:4]([OH:6])=O.[CH:12]1([CH2:15][CH:16]([C:19]2[C:20]([CH3:26])=[N:21][C:22]([CH3:25])=[CH:23][CH:24]=2)[CH2:17][NH2:18])[CH2:14][CH2:13]1>>[Cl:1][C:2]1[C:10]([Cl:11])=[CH:9][CH:8]=[CH:7][C:3]=1[C:4]([NH:18][CH2:17][CH:16]([C:19]1[C:20]([CH3:26])=[N:21][C:22]([CH3:25])=[CH:23][CH:24]=1)[CH2:15][CH:12]1[CH2:13][CH2:14]1)=[O:6]. Starting materials: ClC1=C(C(=O)O)C=CC=C1Cl (2,3-dichlorobenzoic acid), C1(CC1)CC(CN)C=1C(=NC(=CC1)C)C (3-cyclopropyl-2-(2,6-dimethyl-pyridin-3-yl)-propylamine). Reported procedure: From 2,3-dichlorobenzoic acid and 3-cyclopropyl-2-(2,6-dimethyl-pyridin-3-yl)-propylamine. LCMS (MH+): m/z=377.1, tR (minutes, Method G)=1.68 The product is ClC1=C(C(=O)NCC(CC2CC2)C=2C(=NC(=CC2)C)C)C=CC=C1Cl (2,3-Dichloro-N-[3-cyclopropyl-2-(2,6-dimethyl-3-pyridyl)propyl]benzamide). The reactants are BrC=1C=C(C=O)C=C(C1OCCCCCCCC)Br (3,5-Dibromo-4-(octyloxy)benzaldehyde), OC=1C=C(C=O)C=CC1 (3-hydroxybenzaldehyde). The product is C(CCCCCCC)OC1=CC=C(C2=CC=CC=C12)C=O (4-(Octyloxy)-1-naphthaldehyde). Reaction SMILES: Br[C:2]1[CH:3]=[C:4]([CH:7]=[C:8](Br)[C:9]=1[O:10][CH2:11][CH2:12][CH2:13][CH2:14][CH2:15][CH2:16][CH2:17][CH3:18])[CH:5]=[O:6].O[C:21]1[CH:22]=C(C=[CH:27][CH:28]=1)C=O>>[CH2:11]([O:10][C:9]1[C:8]2[C:7](=[CH:22][CH:21]=[CH:28][CH:27]=2)[C:4]([CH:5]=[O:6])=[CH:3][CH:2]=1)[CH2:12][CH2:13][CH2:14][CH2:15][CH2:16][CH2:17][CH3:18]. Reported procedure: The title compound was prepared using a procedure analogous to Aldehyde 3 substituting 4-hydroxy-1-naphthaldehyde for 3-hydroxybenzaldehyde. The reactants are O (Water), [Cl-].[NH4+] (ammonium chloride), [N-]=[N+]=[N-].[Na+] (sodium azide), O[C@@H](COC(C)C1=C(C=CC=C1)C1=CC=C(C=C1)C#N)CNC(CC1=CC2=CC=CC=C2C=C1)(C)C (2′-[1-[(2R)-2-Hydroxy-3-[[2-methyl-1-(naphthalen-2-yl)propan-2-yl]amino]propoxy]ethyl]biphenyl-4-carbonitrile). The solvent is CN(C=O)C (N,N-dimethylformamide). Reaction conditions: temperature 115 celsius, time 8 hour. Product: CC(CC1=CC2=CC=CC=C2C=C1)(C)NC[C@H](COC(C)C1=C(C=CC=C1)C1=CC=C(C=C1)C1=NN=NN1)O ((R)-3-[[2-methyl-1-(naphthalen-2-yl)propan-2-yl]amino]-1-[1-[4′-(1H-tetrazol-5-yl)biphenyl-2-yl]ethoxy]propan-2-ol). The yield is 51.4%. Reaction SMILES: [OH:1][C@H:2]([CH2:21][NH:22][C:23]([CH3:36])([CH3:35])[CH2:24][C:25]1[CH:34]=[CH:33][C:32]2[C:27](=[CH:28][CH:29]=[CH:30][CH:31]=2)[CH:26]=1)[CH2:3][O:4][CH:5]([C:7]1[CH:12]=[CH:11][CH:10]=[CH:9][C:8]=1[C:13]1[CH:18]=[CH:17][C:16]([C:19]#[N:20])=[CH:15][CH:14]=1)[CH3:6].[Cl-].[NH4+].[N-:39]=[N+:40]=[N-:41].[Na+].O>CN(C)C=O>[CH3:36][C:23]([NH:22][CH2:21][C@@H:2]([OH:1])[CH2:3][O:4][CH:5]([C:7]1[CH:12]=[CH:11][CH:10]=[CH:9][C:8]=1[C:13]1[CH:14]=[CH:15][C:16]([C:19]2[NH:41][N:40]=[N:39][N:20]=2)=[CH:17][CH:18]=1)[CH3:6])([CH3:35])[CH2:24][C:25]1[CH:34]=[CH:33][C:32]2[C:27](=[CH:28][CH:29]=[CH:30][CH:31]=2)[CH:26]=1 |f:1.2,3.4|. Procedure details: 2′-[1-[(2R)-2-Hydroxy-3-[[2-methyl-1-(naphthalen-2-yl)propan-2-yl]amino]propoxy]ethyl]biphenyl-4-carbonitrile (500 mg) obtained in Step 2 was dissolved in N,N-dimethylformamide (6.0 ml), ammonium chloride (535 mg) and sodium azide (676 mg) were successively added and the mixture was stirred overnight at 115° C. Water was added to the reaction mixture, and the precipitated solid was collected by filtration. The solid was dissolved in methanol, water was added and the mixture was concentrated unde... Reactants: C(CC=C)OC1C(CCCC1)=C (1-(but-3-en-1-yloxy)-2-methylidenecyclohexane). Solvent: ClCCCl (DCE). Run at time 2 hour. Yields the product O1CCC=C2CCCCC12 (3,5,6,7,8,8a-hexahydro-2H-chromene). RXN SMILES: [CH2:1]([O:5][CH:6]1[CH2:11][CH2:10][CH2:9][CH2:8][C:7]1=[CH2:12])[CH2:2]C=C>ClCCCl>[O:5]1[CH:6]2[C:7]([CH2:8][CH2:9][CH2:10][CH2:11]2)=[CH:12][CH2:2][CH2:1]1. Reported procedure: A mixture of 1-(but-3-en-1-yloxy)-2-methylidenecyclohexane (5.21 g, 31.3 mmol) in DCE (313 mL) was degassed 3×N2/pump. Zhan-1b (1.15 g, 1.57 mmol) was then added and the reaction was degassed again. The reaction was stirred at rt for 2 hr. The reaction mixture was concentrated and the residue was purified by column chromatography to give the title compound. 1H NMR (500 MHz, CDCl3) δ 5.48 (d, 1H, J=2.7 Hz), 3.90-3.96 (m, 2H), 3.50-3.60 (m, 1H), 2.18-2.34 (m, 2H), 2.02-2.08 (m, 1H), 1.84-1.99 (m, ... Starting materials: [Cl-].[Na+] (sodium chloride), N1=C(C=CC=C1)C=O (2-pyridinecarboxaldehyde), CC1(OC(=CC1=O)C)C1=CC=C(C=C1)F (2,5-dimethyl-2-(4-fluorophenyl)-3(2H)-furanone), N12CCCCCC2=NCCC1 (1,8-diazabicyclo[5.4.0]undec-7-ene). Solvent: C(C)O (ethanol). Run at temperature 80 celsius. Yields the product CC1(OC(=CC1=O)C=CC1=NC=CC=C1)C1=CC=C(C=C1)F (2-Methyl-2-(4-fluorophenyl)-5-[2-(2-pyridinyl)ethenyl]-3(2H)-furanone). The yield is 59.4%. As a reaction SMILES: [N:1]1[CH:6]=[CH:5][CH:4]=[CH:3][C:2]=1[CH:7]=O.[CH3:9][C:10]1([C:17]2[CH:22]=[CH:21][C:20]([F:23])=[CH:19][CH:18]=2)[C:14](=[O:15])[CH:13]=[C:12]([CH3:16])[O:11]1.N12CCCN=C1CCCCC2.[Cl-].[Na+]>C(O)C>[CH3:9][C:10]1([C:17]2[CH:18]=[CH:19][C:20]([F:23])=[CH:21][CH:22]=2)[C:14](=[O:15])[CH:13]=[C:12]([CH:16]=[CH:7][C:2]2[CH:3]=[CH:4][CH:5]=[CH:6][N:1]=2)[O:11]1 |f:3.4|. Procedure details: To a solution of 2-pyridinecarboxaldehyde (1.26 g, 10.2 mM) and 2,5-dimethyl-2-(4-fluorophenyl)-3(2H)-furanone (2.0 g, 9.8 mM) in ethanol (100 mL), was added 1,8-diazabicyclo[5.4.0]undec-7-ene (DBU, 0.2 mL, 1.3 mM). The reaction solution was heated at 80° C. for 4 hours. After the reaction solution cooled to room temperature, saturated aqueous sodium chloride (400 mL) was added. The aqueous layer was extracted with diethyl ether (3×100 mL). The combined ethereal extracts were washed with saturat... The reactants are ClC=1N=C(C2=C(N1)N(C=C2)S(=O)(=O)C2=CC=C(C)C=C2)NC2=C1C=NNC1=CC=C2 (2-chloro-N-(1H-indazol-4-yl)-7-tosyl-7H-pyrrolo[2,3-d]pyrimidin-4-amine), NC1=CC=C(C(=O)N)C=C1 (4-aminobenzamide), C[Si](C)(C)Cl (TMSCl). Solvent: C(CCC)O (nBuOH). Reaction conditions: temperature 120 celsius. The product is N1N=CC2=C(C=CC=C12)NC=1C2=C(N=C(N1)NC1=CC=C(C(=O)N)C=C1)N(C=C2)S(=O)(=O)C2=CC=C(C)C=C2 (4-(4-(1H-indazol-4-ylamino)-7-tosyl-pyrrolo[2,3-d]pyrimidin-2-ylamino)benzamide). The yield is 11.0%. Reaction SMILES: Cl[C:2]1[N:3]=[C:4]([NH:21][C:22]2[CH:30]=[CH:29][CH:28]=[C:27]3[C:23]=2[CH:24]=[N:25][NH:26]3)[C:5]2[CH:10]=[CH:9][N:8]([S:11]([C:14]3[CH:20]=[CH:19][C:17]([CH3:18])=[CH:16][CH:15]=3)(=[O:13])=[O:12])[C:6]=2[N:7]=1.[NH2:31][C:32]1[CH:40]=[CH:39][C:35]([C:36]([NH2:38])=[O:37])=[CH:34][CH:33]=1.C[Si](Cl)(C)C>C(O)CCC>[NH:26]1[C:27]2[C:23](=[C:22]([NH:21][C:4]3[C:5]4[CH:10]=[CH:9][N:8]([S:11]([C:14]5[CH:20]=[CH:19][C:17]([CH3:18])=[CH:16][CH:15]=5)(=[O:13])=[O:12])[C:6]=4[N:7]=[C:2]([NH:31][C:32]4[CH:40]=[CH:39][C:35]([C:36]([NH2:38])=[O:37])=[CH:34][CH:33]=4)[N:3]=3)[CH:30]=[CH:29][CH:28]=2)[CH:24]=[N:25]1. Procedure: To a mixture of 2-chloro-N-(1H-indazol-4-yl)-7-tosyl-7H-pyrrolo[2,3-d]pyrimidin-4-amine (0.12 g, 0.27 mmol) and 4-aminobenzamide (0.055 g, 0.4 mmol) in nBuOH (1 ml) was added TMSCl (0.017 ml, 0.14 mmol). After heating at 120° C. for 24 h, the mixture was purified by preparative HPLC to give 4-(4-(1H-indazol-4-ylamino)-7-tosyl-pyrrolo[2,3-d]pyrimidin-2-ylamino)benzamide (0.016 g). The reactants are C1(=CC=CC=C1)C(C(=CC=C(C(=O)OCC)N(C)C)SC)=O (ethyl 6-phenyl-6-oxo-5-methylthio-2-dimethylamino-2,4-hexadienoate), CC[O-].[Na+] (sodium ethylate), CSCC(=O)C=1C=C(C(O)=CC1)O (4-[2-(methylthio)acetyl]pyrocatechol), F[B-](F)(F)F.CN(C(=CC=[N+](C)C)C(=O)OCC)C (N-(3-dimethylamino-3-ethoxycarbonylpropenylidene)-N-methylmethanaminium tetrafluoroborate), ethanolic solution. Run in C(C)O (ethanol). Yields the product OC=1C=C(C=CC1O)C(C(=CC=C(C(=O)OCC)N(C)C)SC)=O (ethyl 6-(3,4-dihydroxyphenyl)-2-dimethylamino-5-methylthio-6-oxo-2,4-hexadienoate). Isolated yield 17.1%. As a reaction SMILES: C1(C(=O)C(SC)=CC=C(N(C)C)C(OCC)=O)C=CC=CC=1.F[B-](F)(F)F.[CH3:28][N:29]([CH3:41])[C:30]([C:36]([O:38][CH2:39][CH3:40])=[O:37])=[CH:31][CH:32]=[N+](C)C.CC[O-].[Na+].[CH3:46][S:47][CH2:48][C:49]([C:51]1[CH:52]=[C:53]([OH:58])[C:54](=[CH:56][CH:57]=1)[OH:55])=[O:50]>C(O)C>[OH:58][C:53]1[CH:52]=[C:51]([C:49](=[O:50])[C:48]([S:47][CH3:46])=[CH:32][CH:31]=[C:30]([N:29]([CH3:41])[CH3:28])[C:36]([O:38][CH2:39][CH3:40])=[O:37])[CH:57]=[CH:56][C:54]=1[OH:55] |f:1.2,3.4|. Procedure details: The procedure is as in Example 4 for the preparation of ethyl 6-phenyl-6-oxo-5-methylthio-2-dimethylamino-2,4-hexadienoate, starting with N-(3-dimethylamino-3-ethoxycarbonylpropenylidene)-N-methylmethanaminium tetrafluoroborate (11.4 g), a 2M ethanolic solution of sodium ethylate (60 cc) and 4-[2-(methylthio)acetyl]pyrocatechol (7.9 g) in ethanol (60 cc). After purification on a silica column with a mixture of cyclohexane and ethyl acetate (50:50 by volume) as eluent, ethyl 6-(3,4-dihydroxypheny... Reaction SMILES: [F-].[K+].I(C1C=C(C=CC=1[N+]([O-])=O)C(N[CH2:12][C:13]([O-:15])=[O:14])=O)(=O)=O.[K+].[CH2:23]1OCCOCCOCCOCCOCC[O:25][CH2:24]1.[Fe:41]>CS(C)=O.CC(O)=O.CC(OC(C)=O)=O>[Fe:41].[CH3:23][C:24]([O:15][C:13]([CH3:12])=[O:14])=[O:25].[CH3:12][C:13]([OH:15])=[O:14] |f:0.1,2.3,9.10.11|. The solvent is CS(=O)C (DMSO), CC(=O)O (AcOH), CC(=O)OC(=O)C (Ac2O). Reactants: [Fe] (iron), [F-].[K+] (KF), I(=O)(=O)C=1C=C(C(=O)NCC(=O)[O-])C=CC1[N+](=O)[O-].[K+] (potassium 2-(3-iodyl-4-nitrobenzamido)acetate), C1COCCOCCOCCOCCOCCO1 (18-crown-6). Yields the product [Fe].CC(=O)OC(=O)C.CC(=O)O (Fe Ac2O AcOH). The yield is 236.4%. Reaction conditions: temperature 105 celsius, time 15 minute. Procedure details: A mixture of spray-dried KF (138 mg, 2.3 mmol), intermediate 9 (100 mg, 0.23 mmol) and catalytic amount of 18-crown-6 (20 mg) in dry DMSO (4 mL) was stirred at 100-110° C. for 15 min. Work-up of the reaction mixture as described in example 1 gave the residue. This residue was dissolved in a mixture of AcOH and Ac2O (5 mL, 1:1) and added iron powder (193 mg, 3.44 mmol) at rt. The mixture was stirred at 85-90° C. for 15 min and work-up of the reaction mixture as described in example 2 gave the pro... Starting materials: [Br-], C1CCOC1, Cc1nc2ccccc2c(C)c1Cl, FC(F)(F)c1cc([Mg+])cc(C(F)(F)F)c1, FC(F)(F)c1cc(Br)cc(C(F)(F)F)c1, O. Product: Cc1nc2ccccc2c(C)c1-c1cc(C(F)(F)F)cc(C(F)(F)F)c1. RXN SMILES: [Br-:19].[CH2:1]1[O:2][CH2:3][CH2:4][CH2:5]1.[CH3:6][c:7]1[n:8][c:9]2[cH:10][cH:11][cH:12][cH:13][c:14]2[c:15]([CH3:18])[c:16]1[Cl:17].[F:20][C:21]([c:22]1[cH:23][c:24]([Mg+:32])[cH:25][c:26]([C:28]([F:29])([F:30])[F:31])[cH:27]1)([F:33])[F:34].[F:35][C:36]([F:37])([F:38])[c:39]1[cH:40][c:41]([Br:42])[cH:43][c:44]([C:45]([F:46])([F:47])[F:48])[cH:49]1.[OH2:50]>>[CH3:6][c:7]1[n:8][c:9]2[cH:10][cH:11][cH:12][cH:13][c:14]2[c:15]([CH3:18])[c:16]1-[c:24]1[cH:23][c:22]([C:21]([F:20])([F:33])[F:34])[cH:27][c:26]([C:28]([F:29])([F:30])[F:31])[cH:25]1. The reactants are BrB(Br)Br, ClCCl, COc1ccc2oc(-c3ccc(F)cc3)nc2c1. Yields the product Oc1ccc2oc(-c3ccc(F)cc3)nc2c1. Reaction SMILES: [B:19]([Br:20])([Br:21])[Br:22].[CH2:23]([Cl:24])[Cl:25].[F:1][c:2]1[cH:3][cH:4][c:5](-[c:8]2[o:9][c:10]3[c:11]([n:12]2)[cH:13][c:14]([O:17][CH3:18])[cH:15][cH:16]3)[cH:6][cH:7]1>>[F:1][c:2]1[cH:3][cH:4][c:5](-[c:8]2[o:9][c:10]3[c:11]([n:12]2)[cH:13][c:14]([OH:17])[cH:15][cH:16]3)[cH:6][cH:7]1.